From a dataset of the Open Reaction Database (ORD), a public repository of structured organic reaction records. describe an organic reaction: reactants, conditions, products, and yield Reactants: C[Si](C)(C)C#N (trimethylsilyl cyanide), S(N)(=O)(=O)C1=CC=C(N=CC2=CC=C(C=C2)C=2OC=CC2)C=C1 (4-sulfamoyl-N-[4-(2-furyl)benzylidene]aniline), O (water). The reagents and catalysts are [Cl-].[Zn+2].[Cl-] (zinc chloride). Solvent: C1CCOC1 (THF). Reaction conditions: time 8 hour. Product: S(N)(=O)(=O)C1=CC=C(NC(C#N)C2=CC=C(C=C2)C=2OC=CC2)C=C1 (α-4-Sulfamoylanilino-α-[4-(2-furyl)phenyl]acetnitrile). The yield is 72.1%. Reaction SMILES: [S:1]([C:5]1[CH:23]=[CH:22][C:8]([N:9]=[CH:10][C:11]2[CH:16]=[CH:15][C:14]([C:17]3[O:18][CH:19]=[CH:20][CH:21]=3)=[CH:13][CH:12]=2)=[CH:7][CH:6]=1)(=[O:4])(=[O:3])[NH2:2].C[Si]([C:28]#[N:29])(C)C.O>C1COCC1.[Cl-].[Zn+2].[Cl-]>[S:1]([C:5]1[CH:23]=[CH:22][C:8]([NH:9][CH:10]([C:11]2[CH:16]=[CH:15][C:14]([C:17]3[O:18][CH:19]=[CH:20][CH:21]=3)=[CH:13][CH:12]=2)[C:28]#[N:29])=[CH:7][CH:6]=1)(=[O:4])(=[O:3])[NH2:2] |f:4.5.6|. Procedure: To a suspension of 4-sulfamoyl-N-[4-(2-furyl)benzylidene]aniline (0.37 g, 1.13 mmol) in anhydrous THF (5 mL) at 0° C. was added trimethylsilyl cyanide (0.135 g, 1.36 mmol),zinc chloride (1.36 mL, 1.0 M solution in ether, 1.36 mmol). The temperature of the reaction mixture was then allowed to return to room temperature, and the mixture was stirred overnight. The reaction mixture was poured into water and the whole was extracted with ethyl acetate (20 mL×2). The organic layer was washed with brine...